Dataset: the Open Reaction Database (ORD), a public repository of structured organic reaction records. Task: describe an organic reaction: reactants, conditions, products, and yield Reactants: Cl (hydrochloric acid), C(C)(C)(C)C1=CC=C(OC2=C(C=C(C=C2)C2=CC=C(C=C2)OC(F)(F)F)\C=C/C(=O)OC)C=C1 (methyl (Z)-3-{4-[4-(tert-butyl)phenoxy]-4′-(trifluoromethoxy)biphenyl-3-yl}propenoate), CO (methanol), [OH-].[Na+] (sodium hydroxide). Reported procedure: A mixture of methyl (Z)-3-{4-[4-(tert-butyl)phenoxy]-4′-(trifluoromethoxy)biphenyl-3-yl}propenoate (590 mg, 1.293 mmol), methanol (1 ml), tetrahydrofuran (4 ml) and 2N aqueous sodium hydroxide (1.94 ml) was stirred at 60° C. for 1 hour. The reaction mixture was cooled to room temperature, acidified by addition of 2N hydrochloric acid, and extracted with ethyl acetate. The organic layer was washed with saturated brine, and dried over anhydrous sodium sulfate. The solvent was evaporated under redu... Solvent: O1CCCC1 (tetrahydrofuran). RXN SMILES: [C:1]([C:5]1[CH:34]=[CH:33][C:8]([O:9][C:10]2[CH:15]=[CH:14][C:13]([C:16]3[CH:21]=[CH:20][C:19]([O:22][C:23]([F:26])([F:25])[F:24])=[CH:18][CH:17]=3)=[CH:12][C:11]=2/[CH:27]=[CH:28]\[C:29]([O:31]C)=[O:30])=[CH:7][CH:6]=1)([CH3:4])([CH3:3])[CH3:2].CO.[OH-].[Na+].Cl>O1CCCC1>[C:1]([C:5]1[CH:34]=[CH:33][C:8]([O:9][C:10]2[CH:15]=[CH:14][C:13]([C:16]3[CH:21]=[CH:20][C:19]([O:22][C:23]([F:24])([F:25])[F:26])=[CH:18][CH:17]=3)=[CH:12][C:11]=2/[CH:27]=[CH:28]\[C:29]([OH:31])=[O:30])=[CH:7][CH:6]=1)([CH3:4])([CH3:2])[CH3:3] |f:2.3|. Product: C(C)(C)(C)C1=CC=C(OC2=C(C=C(C=C2)C2=CC=C(C=C2)OC(F)(F)F)\C=C/C(=O)O)C=C1 ((Z)-3-{4-[4 (tert-butyl)phenoxy]-4′-(trifluoromethoxy)biphenyl-3-yl}propenoic acid). Yield: 93.2%. Reaction conditions: temperature 60 celsius, time 1 hour. The reactants are COc1cc2c(Cl)ccnc2cc1OCc1ccccc1, CCOCCO, Cl, Cc1ccc(N)cc1O. The product is Cl, COc1cc2c(Nc3ccc(C)c(O)c3)ccnc2cc1OCc1ccccc1. Reaction SMILES: [CH2:11]([c:12]1[cH:13][cH:14][cH:15][cH:16][cH:17]1)[O:18][c:19]1[c:20]([O:30][CH3:31])[cH:21][c:22]2[c:23]([Cl:29])[cH:24][cH:25][n:26][c:27]2[cH:28]1.[CH3:32][CH2:33][O:34][CH2:35][CH2:36][OH:37].[ClH:10].[OH:1][c:2]1[cH:3][c:4]([NH2:5])[cH:6][cH:7][c:8]1[CH3:9]>>[ClH:29].[OH:1][c:2]1[cH:3][c:4]([NH:5][c:23]2[c:22]3[cH:21][c:20]([O:30][CH3:31])[c:19]([O:18][CH2:11][c:12]4[cH:13][cH:14][cH:15][cH:16][cH:17]4)[cH:28][c:27]3[n:26][cH:25][cH:24]2)[cH:6][cH:7][c:8]1[CH3:9]. The reactants are ice, FC1=C2CC(NC2=CC=C1[N+](=O)[O-])=O (1,3-Dihydro-4-fluoro-5-nitro-2H-indol-2-one), COC1=C(NC=C1)C=O (3-Methoxy-2-pyrrolecarboxaldehyde), C(C)(=O)OCC (ethyl acetate), FC1=C2CC(NC2=CC=C1[N+](=O)[O-])=O (1,3-Dihydro-4-fluoro-5-nitro-2H-indol-2-one), N1CCCCC1 (piperidine). Run in O (water), hexanes, CC(C)O (2-propanol), solution. Product: FC1=C2/C(/C(NC2=CC=C1[N+](=O)[O-])=O)=C/C=1NC=CC1OC ((Z)-1,3-dihydro-4-fluoro-3-[(3-methoxy-1H-pyrrol-2-yl)methylene]-5-nitro-2H-indol-2-one). RXN SMILES: [F:1][C:2]1[C:10]([N+:11]([O-:13])=[O:12])=[CH:9][CH:8]=[C:7]2[C:3]=1[CH2:4][C:5](=[O:14])[NH:6]2.N1CCCCC1.[CH3:21][O:22][C:23]1[CH:27]=[CH:26][NH:25][C:24]=1[CH:28]=O.C(OCC)(=O)C>CC(O)C.O>[F:1][C:2]1[C:10]([N+:11]([O-:13])=[O:12])=[CH:9][CH:8]=[C:7]2[C:3]=1/[C:4](=[CH:28]/[C:24]1[NH:25][CH:26]=[CH:27][C:23]=1[O:22][CH3:21])/[C:5](=[O:14])[NH:6]2. Procedure details: 1,3-Dihydro-4-fluoro-5-nitro-2H-indol-2-one (5.25 g, 26.8 mmol) (Starting Material 9) was suspended in 110 mL solution of 1.35% piperidine in 2-propanol (Aldrich). 3-Methoxy-2-pyrrolecarboxaldehyde (3.68 g, 29.4 mmol, 1.1 eq.)(Bellamy, supra) was added and this mixture heated at 60° C. for 3.5 hours (TLC: 50% ethyl acetate in hexanes). The reaction mixture was poured into 1 L ice and water mixture and the solid precipitate filtered, washed with water and dried at 50° C. under high vacuum to give... Starting materials: NC1=CC=CC=C1 (aniline), [N+](=O)([O-])C1=CC=C(C=C1)Cl (p-nitro-chlorobenzene), NC1=CC=CC=C1 (aniline). Yields the product C1=CC=C(C=C1)NC2=CC=C(C=C2)[N+](=O)[O-] (4-nitrodiphenylamine). As a reaction SMILES: [NH2:1][C:2]1[CH:7]=[CH:6][CH:5]=[CH:4][CH:3]=1.[N+:8]([C:11]1[CH:16]=[CH:15][C:14](Cl)=[CH:13][CH:12]=1)([O-:10])=[O:9]>>[CH:5]1[CH:6]=[CH:7][C:2]([NH:1][C:14]2[CH:15]=[CH:16][C:11]([N+:8]([O-:10])=[O:9])=[CH:12][CH:13]=2)=[CH:3][CH:4]=1. Reported procedure: aniline method, where p-nitro-chlorobenzene and aniline as raw materials react in the presence of a catalyst to produce 4-nitrodiphenylamine, then, 4-nitrodiphenylamine is reduced by sodium sulfide to form 4-aminodiphenylamine; The reactants are C(=O)C1=CC=C(OC[C@@H]2CC[C@H](CC2)COC2=CC=C(C=C2)C=O)C=C1 (trans-1,4-bis[(4-formylphenoxy)methyl]cyclohexane), O=C1NC(OC1)=S (4-oxo-2-thioxooxazolidine), C(C)(=O)[O-].[Na+] (sodium acetate). The solvent is C(C)(=O)O (acetic acid). Conditions: time 8 hour. Product: O=C1NC(OC1=CC1=CC=C(OC[C@@H]2CC[C@H](CC2)COC2=CC=C(C=C2)C=C2C(NC(O2)=S)=O)C=C1)=S (trans-1,4-bis[[4-[(4-oxo-2-thioxo-5-oxazolidinylidene)methyl]phenoxy]methyl]cyclohexane). The yield is 180.2%. Reaction SMILES: C(C1C=CC(O[CH2:8][C@H:9]2[CH2:14][CH2:13][C@H:12]([CH2:15][O:16][C:17]3[CH:22]=[CH:21][C:20]([CH:23]=O)=[CH:19][CH:18]=3)[CH2:11][CH2:10]2)=CC=1)=O.[O:27]=[C:28]1[CH2:32][O:31][C:30](=[S:33])[NH:29]1.[C:34]([O-:37])(=O)[CH3:35].[Na+]>C(O)(=O)C>[O:27]=[C:28]1[C:32](=[CH:14][C:9]2[CH:8]=[CH:35][C:34]([O:37][CH2:8][C@H:9]3[CH2:10][CH2:11][C@H:12]([CH2:15][O:16][C:17]4[CH:18]=[CH:19][C:20]([CH:23]=[C:32]5[O:31][C:30](=[S:33])[NH:29][C:28]5=[O:27])=[CH:21][CH:22]=4)[CH2:13][CH2:14]3)=[CH:11][CH:10]=2)[O:31][C:30](=[S:33])[NH:29]1 |f:2.3|. Procedure details: A mixture consisting of 3.52 g of trans-1,4-bis[(4-formylphenoxy)methyl]cyclohexane, 2.34 g of 4-oxo-2-thioxooxazolidine, 0.31 g of sodium acetate and 50 ml of acetic acid was subjected to overnight reflux. After spontaneous cooling, crystals thus formed were collected by filtration and recrystallized from dimethylformamide to obtain 3.75 g of trans-1,4-bis[[4-[(4-oxo-2-thioxo-5-oxazolidinylidene)methyl]phenoxy]methyl]cyclohexane (19-a). Reactants: BrC1=C(C(=CC(=C1)F)\C=C\C)O (2-bromo-4-fluoro-6-[(1E)-prop-1-enyl]phenol), OC(COS(=O)(=O)C1=CC=C(C=C1)C)C=C (toluene-4-sulfonic acid 2-hydroxy-but-3-enyl ester), C1(=CC=CC=C1)P(C1=CC=CC=C1)C1=CC=CC=C1 (triphenylphosphine), N(=NC(=O)OCC)C(=O)OCC (diethyl azodicarboxylate). Solvent: C1(=CC=CC=C1)C (toluene), C1(=CC=CC=C1)C (toluene). Run at time 19 hour. Yields the product CC1=CC=C(C=C1)S(=O)(=O)OCC(C=C)OC1=C(C=C(C=C1\C=C\C)F)Br (2-{2-bromo-4-fluoro-6-[(1E)-prop-1-enyl]phenoxy}but-3-enyl 4-methylbenzenesulfonate). The yield is 96.4%. Reaction SMILES: [Br:1][C:2]1[CH:7]=[C:6]([F:8])[CH:5]=[C:4](/[CH:9]=[CH:10]/[CH3:11])[C:3]=1[OH:12].O[CH:14]([CH:27]=[CH2:28])[CH2:15][O:16][S:17]([C:20]1[CH:25]=[CH:24][C:23]([CH3:26])=[CH:22][CH:21]=1)(=[O:19])=[O:18].C1(P(C2C=CC=CC=2)C2C=CC=CC=2)C=CC=CC=1.N(C(OCC)=O)=NC(OCC)=O>C1(C)C=CC=CC=1>[CH3:26][C:23]1[CH:24]=[CH:25][C:20]([S:17]([O:16][CH2:15][CH:14]([O:12][C:3]2[C:4](/[CH:9]=[CH:10]/[CH3:11])=[CH:5][C:6]([F:8])=[CH:7][C:2]=2[Br:1])[CH:27]=[CH2:28])(=[O:19])=[O:18])=[CH:21][CH:22]=1. Reported procedure: To a solution of 2-bromo-4-fluoro-6-[(1E)-prop-1-enyl]phenol (6.37 g, 0.0276 mol), toluene-4-sulfonic acid 2-hydroxy-but-3-enyl ester (8.8 g, 0.0363 mol) and triphenylphosphine (10.12 g, 0.0386 mol) in anhydrous toluene (200 mL) at 0° C. under nitrogen was added a solution of diethyl azodicarboxylate (6.72 g, 0.0386 mol) in anhydrous toluene (100 mL) over 10 minutes then the reaction mixture stirred at room temperature for 19 hours. The reaction was quenched by the addition of water (400 mL), st...